Dataset: the Open Reaction Database (ORD), a public repository of structured organic reaction records. Task: describe an organic reaction: reactants, conditions, products, and yield The reactants are [OH-].[K+] (potassium hydroxide), OC1=C(C=CC=C1)C#C (o-Hydroxyphenylacetylene), C(CCCC(=O)Cl)(=O)Cl (glutaryl chloride). Run in O (water). Product: C(CCCC(=O)OC1=C(C=CC=C1)C#C)(=O)OC1=C(C=CC=C1)C#C (Bis(o-ethynylphenyl) Glutarate). Yield: 78.0%. RXN SMILES: [OH-:1].[K+].[OH:3][C:4]1[CH:9]=[CH:8][CH:7]=[CH:6][C:5]=1[C:10]#[CH:11].[C:12](Cl)(=[O:19])[CH2:13][CH2:14][CH2:15][C:16](Cl)=[O:17]>O>[C:12]([O:19][C:4]1[CH:9]=[CH:8][CH:7]=[CH:6][C:5]=1[C:10]#[CH:11])(=[O:1])[CH2:13][CH2:14][CH2:15][C:16]([O:3][C:4]1[CH:9]=[CH:8][CH:7]=[CH:6][C:5]=1[C:10]#[CH:11])=[O:17] |f:0.1|. Procedure: A 500-ml., three-necked, round-bottomed flask equipped with a thermometer and mechanical stirrer was charged with a solution of potassium hydroxide, 39 g. (0.700 mole) in 360 ml. of water and then 11.7 g. (0.100 mole) of o-hydroxyphenyl acetylene (I) was added. The resulting mixture was stirred vigorously and cooled with an ice-water bath to a temperature of 10°, and then 34 g. (0.200 mole) of glutaryl chloride was added over a period of about 5 minutes. The temperature of the reaction mixture r... Reactants: FC=1C=C(C=C2C(=CC=NC12)OS(=O)(=O)C(F)(F)F)OC (1,1,1-trifluoromethanesulfonic acid 8-fluoro-6-methoxy-quinolin-4-yl ester), C([O-])([O-])=O.[K+].[K+] (potassium carbonate), tetrakis-triphenylphosphine, COCCOC.O (DME H2O). Run at temperature 90 celsius, time 3 hour. Product: C(=C)C1=CC=NC2=C(C=C(C=C12)OC)F (4-ethenyl-8-fluoro-6-(methyloxy)quinoline). The yield is 65.0%. Reaction SMILES: [F:1][C:2]1[CH:3]=[C:4]([O:20][CH3:21])[CH:5]=[C:6]2[C:11]=1[N:10]=[CH:9][CH:8]=[C:7]2OS(C(F)(F)F)(=O)=O.C(=O)([O-])[O-].[K+].[K+].CO[CH2:30][CH2:31]OC.O>>[CH:30]([C:7]1[C:6]2[C:11](=[C:2]([F:1])[CH:3]=[C:4]([O:20][CH3:21])[CH:5]=2)[N:10]=[CH:9][CH:8]=1)=[CH2:31] |f:1.2.3,4.5|. Procedure: To a solution of 1,1,1-trifluoromethanesulfonic acid 8-fluoro-6-methoxy-quinolin-4-yl ester (1.0 g, 3.1 mmol), potassium carbonate (1.28 g, 9.3 mmole), tetrakis-triphenylphosphine (350 mg, 0.3 mmole) in DME/H2O (20 mL, 3:1) was added 2,4,6-trivinylcycloborane-pyridine complex (460 mg, 1.5 mmole). After stirring for 3 h at 90° C., the mixture contents were cooled to room temperature and extracted with diethyl ether. The ether fractions were combined, concentrated and purified by column chromatogr... Reactants: BrC1=CC(=C(C=C1)[C@H](C(F)(F)F)OC1=CC(=NC(=N1)C)N1CCC2(C[C@H](NC2)C(=O)OCC)CC1)N1N=C(C=C1)C ((S)-ethyl 8-(6-((R)-1-(4-bromo-2-(3-methyl-1H-pyrazol-1-yl)phenyl)-2,2,2-trifluoroethoxy)-2-methylpyrimidin-4-yl)-2,8-diazaspiro[4.5]decane-3-carboxylate), [Li+].[OH-] (LiOH). Product: BrC1=CC(=C(C=C1)[C@H](C(F)(F)F)OC1=CC(=NC(=N1)C)N1CCC2(C[C@H](NC2)C(=O)O)CC1)N1N=C(C=C1)C ((S)-8-(6-((R)-1-(4-Bromo-2-(3-methyl-1H-pyrazol-1-yl)phenyl)-2,2,2-trifluoroethoxy)-2-methylpyrimidin-4-yl)-2,8-diazaspiro[4.5]decane-3-carboxylic acid). RXN SMILES: [Br:1][C:2]1[CH:7]=[CH:6][C:5]([C@@H:8]([O:13][C:14]2[N:19]=[C:18]([CH3:20])[N:17]=[C:16]([N:21]3[CH2:35][CH2:34][C:24]4([CH2:28][NH:27][C@H:26]([C:29]([O:31]CC)=[O:30])[CH2:25]4)[CH2:23][CH2:22]3)[CH:15]=2)[C:9]([F:12])([F:11])[F:10])=[C:4]([N:36]2[CH:40]=[CH:39][C:38]([CH3:41])=[N:37]2)[CH:3]=1.[Li+].[OH-]>>[Br:1][C:2]1[CH:7]=[CH:6][C:5]([C@@H:8]([O:13][C:14]2[N:19]=[C:18]([CH3:20])[N:17]=[C:16]([N:21]3[CH2:22][CH2:23][C:24]4([CH2:28][NH:27][C@H:26]([C:29]([OH:31])=[O:30])[CH2:25]4)[CH2:34][CH2:35]3)[CH:15]=2)[C:9]([F:10])([F:11])[F:12])=[C:4]([N:36]2[CH:40]=[CH:39][C:38]([CH3:41])=[N:37]2)[CH:3]=1 |f:1.2|. Reported procedure: Hydrolysis of (S)-ethyl 8-(6-((R)-1-(4-bromo-2-(3-methyl-1H-pyrazol-1-yl)phenyl)-2,2,2-trifluoroethoxy)-2-methylpyrimidin-4-yl)-2,8-diazaspiro[4.5]decane-3-carboxylate using the LiOH general method provided the title compound as an off-white solid. The reactants are ClC1=NC(=C2N=CN(C2=N1)C(CC)CC)NC1=CC=C(C=C1)OC(F)(F)F (2-chloro-9-(1-ethylpropyl)-N-[4-(trifluoromethoxy)-phenyl]-9H-purin-6-amine), N[C@@H]1CC[C@H](CC1)N (trans-1,4-diaminocyclohexane). The solvent is O.C(C)(=O)OCC (water ethyl acetate). Run at time 4 hour. The product is Cl.Cl.N[C@@H]1CC[C@H](CC1)NC1=NC(=C2N=CN(C2=N1)C(CC)CC)NC1=CC=C(C=C1)OC(F)(F)F (trans-N2-(4-aminocyclohexyl)-9-(1-ethylpropyl)-N6-[4-(trifluoromethoxy)-phenyl]-9H-purin-2,6-diamine dihydrochloride). The yield is 135.3%. As a reaction SMILES: [Cl:1][C:2]1[N:10]=[C:9]2[C:5]([N:6]=[CH:7][N:8]2[CH:11]([CH2:14][CH3:15])[CH2:12][CH3:13])=[C:4]([NH:16][C:17]2[CH:22]=[CH:21][C:20]([O:23][C:24]([F:27])([F:26])[F:25])=[CH:19][CH:18]=2)[N:3]=1.[NH2:28][C@H:29]1[CH2:34][CH2:33][C@H:32]([NH2:35])[CH2:31][CH2:30]1>O.C(OCC)(=O)C>[ClH:1].[ClH:1].[NH2:28][C@H:29]1[CH2:34][CH2:33][C@H:32]([NH:35][C:2]2[N:10]=[C:9]3[C:5]([N:6]=[CH:7][N:8]3[CH:11]([CH2:14][CH3:15])[CH2:12][CH3:13])=[C:4]([NH:16][C:17]3[CH:18]=[CH:19][C:20]([O:23][C:24]([F:26])([F:27])[F:25])=[CH:21][CH:22]=3)[N:3]=2)[CH2:31][CH2:30]1 |f:2.3,4.5.6|. Reported procedure: The operation is carried out as in Stage 3 of Example 3 starting from 160 mg of the product obtained in Stage 1 above and 456 mg of trans-1,4-diaminocyclohexane and the reaction medium is taken to a temperature of 140 to 150° C. for 4 hours then cooled down to 70–80° C. and diluted with 20 ml of water/ethyl acetate in a proportion of 50/50 and left to settle, followed by washing with 10 ml of water and 5 ml of an aqueous solution of sodium chloride, drying and evaporating to dryness. After purif... Starting materials: Cc1cc([N+](=O)[O-])ccc1N=C=O, ClCC1(NC2CCC2)CCCC1, NCCCl, NCCO, O=S(Cl)Cl. Yields the product Cc1cc([N+](=O)[O-])ccc1N=C1OCC2(CCCC2)N1C1CCC1. Reaction SMILES: [CH3:25][c:26]1[c:27]([N:35]=[C:36]=[O:37])[cH:28][cH:29][c:30]([N+:32](=[O:33])[O-:34])[cH:31]1.[CH:9]1([NH:13][C:14]2([CH2:19][Cl:20])[CH2:15][CH2:16][CH2:17][CH2:18]2)[CH2:10][CH2:11][CH2:12]1.[Cl:21][CH2:22][CH2:23][NH2:24].[OH:1][CH2:2][CH2:3][NH2:4].[S:5]([Cl:6])([Cl:7])=[O:8]>>[CH:9]1([N:13]2[C:14]3([CH2:15][CH2:16][CH2:17][CH2:18]3)[CH2:19][O:37][C:36]2=[N:35][c:27]2[c:26]([CH3:25])[cH:31][c:30]([N+:32](=[O:33])[O-:34])[cH:29][cH:28]2)[CH2:10][CH2:11][CH2:12]1. Starting materials: [OH-].[Na+] (NaOH), IC1=C(C(=O)O)C=C(C=C1)[N+](=O)[O-] (2-Iodo-5-nitro-benzoic acid), ClCCl.CN(C)C=O (dichloromethane DMF), ice, S(=O)(Cl)Cl (thionyl chloride), CN(CCN)C (N,N-dimethylethylenediamine). Run in O (water), ClCCl (dichloromethane), C(C)N(CC)CC (triethylamine). Run at time 2 hour. The product is CN(C)CCC=1C(=C(C(=O)N)C=C(C1)[N+](=O)[O-])I ((N,N-Dimethylaminoethyl)-2-iodo-5-nitro-benzamide). Isolated yield 70.0%. Reaction SMILES: [I:1][C:2]1[CH:10]=[CH:9][C:8]([N+:11]([O-:13])=[O:12])=[CH:7][C:3]=1[C:4]([OH:6])=O.S(Cl)(Cl)=O.[CH3:18][N:19]([CH3:23])[CH2:20][CH2:21]N.[OH-].[Na+].ClCCl.C[N:30](C=O)C>ClCCl.O.C(N(CC)CC)C>[CH3:18][N:19]([CH2:20][CH2:21][C:10]1[C:2]([I:1])=[C:3]([CH:7]=[C:8]([N+:11]([O-:13])=[O:12])[CH:9]=1)[C:4]([NH2:30])=[O:6])[CH3:23] |f:3.4,5.6|. Reported procedure: 2-Iodo-5-nitro-benzoic acid (3 mmoles) was dissolved in a solution of dry dichloromethane-DMF mixture (v/v 4:1, 5 ml). To the ice-cold solution, was added 6 mmoles of thionyl chloride. The reaction mixture was stirred at room temperature for two hours. The solvent was then evaporated using a rotory evaporator. The residue was dried under vacuum at 50° C. for 30 minutes. The residue was dissolved in dry dichlormethane (5 ml) without any purification. The solution was then cooled to 0° C. To this ... Starting materials: NC1=C(C=C(C=C1)N(CC)CC)C=1C=C(C(=O)NCC2=CC(=CC=C2)C(F)(F)F)C=CN1 (2-(2-amino-5-(diethylamino)phenyl)-N-(3-(trifluoromethyl)benzyl)isonicotinamide), CC(C)(OC(CCOCCOCCOCCOCCOCCOCCCC=1C=C(C(=O)O)C=CC1)=O)C (3-(2,2-dimethyl-4-oxo-3,7,10,13,16,19,22-heptaoxapentacosan-25-yl)benzoic acid). Yields the product C(C)N(C1=CC(=C(C=C1)NC(=O)C=1C=C(C=CC1)CCCOCCOCCOCCOCCOCCOCCC(=O)O)C1=NC=CC(=C1)C(NCC1=CC(=CC=C1)C(F)(F)F)=O)CC (22-(3-(4-(diethylamino)-2-(4-(3-(trifluoromethyl)benzylcarbamoyl)pyridin-2-yl)phenylcarbamoyl)phenyl)-4,7,10,13,16,19-hexaoxadocosan-1-oic acid). RXN SMILES: [NH2:1][C:2]1[CH:7]=[CH:6][C:5]([N:8]([CH2:11][CH3:12])[CH2:9][CH3:10])=[CH:4][C:3]=1[C:13]1[CH:14]=[C:15]([CH:30]=[CH:31][N:32]=1)[C:16]([NH:18][CH2:19][C:20]1[CH:25]=[CH:24][CH:23]=[C:22]([C:26]([F:29])([F:28])[F:27])[CH:21]=1)=[O:17].CC(C)([O:36][C:37](=[O:68])[CH2:38][CH2:39][O:40][CH2:41][CH2:42][O:43][CH2:44][CH2:45][O:46][CH2:47][CH2:48][O:49][CH2:50][CH2:51][O:52][CH2:53][CH2:54][O:55][CH2:56][CH2:57][CH2:58][C:59]1[CH:60]=[C:61]([CH:65]=[CH:66][CH:67]=1)[C:62](O)=[O:63])C>>[CH2:9]([N:8]([CH2:11][CH3:12])[C:5]1[CH:6]=[CH:7][C:2]([NH:1][C:62]([C:61]2[CH:60]=[C:59]([CH2:58][CH2:57][CH2:56][O:55][CH2:54][CH2:53][O:52][CH2:51][CH2:50][O:49][CH2:48][CH2:47][O:46][CH2:45][CH2:44][O:43][CH2:42][CH2:41][O:40][CH2:39][CH2:38][C:37]([OH:68])=[O:36])[CH:67]=[CH:66][CH:65]=2)=[O:63])=[C:3]([C:13]2[CH:14]=[C:15]([C:16](=[O:17])[NH:18][CH2:19][C:20]3[CH:25]=[CH:24][CH:23]=[C:22]([C:26]([F:27])([F:28])[F:29])[CH:21]=3)[CH:30]=[CH:31][N:32]=2)[CH:4]=1)[CH3:10]. Procedure: This compound was prepared from 2-(2-amino-5-(diethylamino)phenyl)-N-(3-(trifluoromethyl)benzyl)isonicotinamide 25b using the procedures described in Example 251 using 3-(2,2-dimethyl-4-oxo-3,7,10,13,16,19,22-heptaoxapentacosan-25-yl)benzoic acid 299d as the protected acid component in the coupling. MS (ES, m/z) 897.9 [M+H]+; 1H NMR (400 MHz, d6 DMSO) δ 11.77 (s, 1H), 10.60 (t, J=5.9 Hz, 1H), 8.78 (d, J=5.2 Hz, 1H), 8.50 (s, 1H), 7.81 (d, J=5.1 Hz, 1H), 7.76 (s, 2H), 7.73 (s, 1H), 7.68 (s, 1H), ...